Dataset: the Open Reaction Database (ORD), a public repository of structured organic reaction records. Task: describe an organic reaction: reactants, conditions, products, and yield Starting materials: ClC1=CC(=C(C=C1)NC(=O)C1CC(=NN1C1=NC=CC=C1Cl)C1=C(C=CC(=C1)C)S(=O)(=O)[O-])C(NC(C)C1CC1)=O (5-(4-chloro-2-(1-cyclopropylethylcarbamoyl)phenylcarbamoyl)-1-(3-chloropyridin-2-yl)-4,5-dihydro-1H-pyrazol-3-yl4-methylbenzene sulfonate), Br (hydrogen bromide), C(C)(=O)OCC (ethyl acetate), [OH-].[Na+] (sodium hydroxide). Solvent: C(C)(=O)O (acetic acid), O (water). Reaction conditions: time 6 day. Yields the product ClC1=CC(=C(C=C1)NC(=O)C1CC(=NN1C1=NC=CC=C1Cl)Br)C(NC(C)C1CC1)=O (N-(4-chloro-2-(1-cyclopropylethylcarbamoyl)phenyl)-3-bromo-1-(3-chloropyridin-2-yl)-4,5-dihydro-1H-pyrazole-5-carboxamide). RXN SMILES: [Cl:1][C:2]1[CH:7]=[CH:6][C:5]([NH:8][C:9]([CH:11]2[N:15]([C:16]3[C:21]([Cl:22])=[CH:20][CH:19]=[CH:18][N:17]=3)[N:14]=[C:13](C3C=C(C)C=CC=3S([O-])(=O)=O)[CH2:12]2)=[O:10])=[C:4]([C:34](=[O:41])[NH:35][CH:36]([CH:38]2[CH2:40][CH2:39]2)[CH3:37])[CH:3]=1.[BrH:42].C(OCC)(=O)C.[OH-].[Na+]>C(O)(=O)C.O>[Cl:1][C:2]1[CH:7]=[CH:6][C:5]([NH:8][C:9]([CH:11]2[N:15]([C:16]3[C:21]([Cl:22])=[CH:20][CH:19]=[CH:18][N:17]=3)[N:14]=[C:13]([Br:42])[CH2:12]2)=[O:10])=[C:4]([C:34](=[O:41])[NH:35][CH:36]([CH:38]2[CH2:40][CH2:39]2)[CH3:37])[CH:3]=1 |f:3.4|. Procedure details: 400 mg of 5-(4-chloro-2-(1-cyclopropylethylcarbamoyl)phenylcarbamoyl)-1-(3-chloropyridin-2-yl)-4,5-dihydro-1H-pyrazol-3-yl4-methylbenzene sulfonate was dissolved in 0.7 mL of acetic acid, and 0.2 mL of a 47 mass % hydrogen bromide aqueous solution was dropwise added, followed by stirring for about 6 days. After completion of the reaction, ethyl acetate, water and 2 mL of 1 N sodium hydroxide were added, followed by stirring and extraction with ethyl acetate. Then, concentration under reduced pre... Reactants: C(C)C1=C(C(=CC=C1)CC)NC(=O)C1=NN(C2=C1CCC=1C=NC(=NC21)I)C (N-(2,6-diethylphenyl)-8-iodo-1-methyl-4,5-dihydro-1H-pyrazolo[4,3-h]quinazoline-3-carboxamide), CC#N (CH3CN), trans-1,4-diaminecyclohexane. Reaction conditions: temperature 110 celsius. Yields the product N[C@@H]1CC[C@H](CC1)NC1=NC=2C3=C(CCC2C=N1)C(=NN3C)C(=O)NC3=C(C=CC=C3CC)CC (8-[(trans-4-aminocyclohexyl)amino]-N-(2,6-diethylphenyl)-1-methyl-4,5-dihydro-1H-pyrazolo[4,3-h]quinazoline-3-carboxamide). RXN SMILES: [CH2:1]([C:3]1[CH:8]=[CH:7][CH:6]=[C:5]([CH2:9][CH3:10])[C:4]=1[NH:11][C:12]([C:14]1[C:18]2[CH2:19][CH2:20][C:21]3[CH:22]=[N:23][C:24](I)=[N:25][C:26]=3[C:17]=2[N:16]([CH3:28])[N:15]=1)=[O:13])[CH3:2].[CH3:29][C:30]#[N:31]>>[NH2:31][C@H:30]1[CH2:1][CH2:3][C@H:4]([NH:11][C:24]2[N:23]=[CH:22][C:21]3[CH2:20][CH2:19][C:18]4[C:14]([C:12]([NH:11][C:4]5[C:3]([CH2:1][CH3:2])=[CH:8][CH:7]=[CH:6][C:5]=5[CH2:9][CH3:10])=[O:13])=[N:15][N:16]([CH3:28])[C:17]=4[C:26]=3[N:25]=2)[CH2:5][CH2:29]1. Procedure: N-(2,6-diethylphenyl)-8-iodo-1-methyl-4,5-dihydro-1H-pyrazolo[4,3-h]quinazoline-3-carboxamide (500 mg, 1.01 mmol) was dissolved in CH3CN (3 ml) and treated with trans-1,4-diaminecyclohexane (346 mg, 303 mmol). The mixture was heated at 110° C. for 10 minutes under microwave irradiation. The solvent was removed under reduced pressure and the crude was purified by column chromatography to afford the title compound. Reactants: CC1CNCCN1, Clc1ccccn1, Cc1ccccc1C. Reaction SMILES: [CH3:1][CH:2]1[NH:3][CH2:4][CH2:5][NH:6][CH2:7]1.[Cl:8][c:9]1[n:10][cH:11][cH:12][cH:13][cH:14]1.[c:15]1([CH3:16])[c:17]([CH3:18])[cH:19][cH:20][cH:21][cH:22]1>>[CH3:1][CH:2]1[NH:3][CH2:4][CH2:5][N:6]([c:9]2[n:10][cH:11][cH:12][cH:13][cH:14]2)[CH2:7]1. Product: CC1CN(c2ccccn2)CCN1. Reactants: C(CCCCCCC\C=C/CCCCCCCC)OC1=CC=C(O1)C(=O)O (5-(cis-9-octadecen-1-yloxy)-2-furoic acid), C(CCCCCCCCCCCCC)OC1=CC=C(O1)C(=O)O (5-(tetradecyloxy)-2-furoic acid). Yields the product C(CCCCCCC\C=C/CCCCCCCC)OC1=CC=C(O1)C(=O)C (methyl 5-(cis-9-octadecen-1-yloxy)-2-furyl ketone). RXN SMILES: [CH2:1]([O:19][C:20]1[O:24][C:23]([C:25]([OH:27])=O)=[CH:22][CH:21]=1)[CH2:2][CH2:3][CH2:4][CH2:5][CH2:6][CH2:7][CH2:8]/[CH:9]=[CH:10]\[CH2:11][CH2:12][CH2:13][CH2:14][CH2:15][CH2:16][CH2:17][CH3:18].[CH2:28](OC1OC(C(O)=O)=CC=1)CCCCCCCCCCCCC>>[CH2:1]([O:19][C:20]1[O:24][C:23]([C:25]([CH3:28])=[O:27])=[CH:22][CH:21]=1)[CH2:2][CH2:3][CH2:4][CH2:5][CH2:6][CH2:7][CH2:8]/[CH:9]=[CH:10]\[CH2:11][CH2:12][CH2:13][CH2:14][CH2:15][CH2:16][CH2:17][CH3:18]. Procedure details: When in the procedure of Example 1(B) an appropriate amount of 5-(cis-9-octadecen-1-yloxy)-2-furoic acid is substituted for 5-(tetradecyloxy)-2-furoic acid, methyl 5-(cis-9-octadecen-1-yloxy)-2-furyl ketone is obtained. The reactants are BrC1=NC=C(C=C1)C (2-Bromo-5-methylpyridine), C(CCC)[Sn](C1=CN=C2N1C=CC(=N2)C(F)(F)F)(CCCC)CCCC (3-tributylstannyl-7-trifluoromethylimidazo[1,2-α]pyrimidine). The product is CC=1C=CC(=NC1)C1=CN=C2N1C=CC(=N2)C(F)(F)F (3-(5-methylpyridin-2-yl)-7-trifluoromethyl-imidazo[1,2-α]pyrimidine). Reaction SMILES: Br[C:2]1[CH:7]=[CH:6][C:5]([CH3:8])=[CH:4][N:3]=1.C([Sn](CCCC)(CCCC)[C:14]1[N:18]2[CH:19]=[CH:20][C:21]([C:23]([F:26])([F:25])[F:24])=[N:22][C:17]2=[N:16][CH:15]=1)CCC>>[CH3:8][C:5]1[CH:6]=[CH:7][C:2]([C:14]2[N:18]3[CH:19]=[CH:20][C:21]([C:23]([F:24])([F:25])[F:26])=[N:22][C:17]3=[N:16][CH:15]=2)=[N:3][CH:4]=1. Procedure details: 2-Bromo-5-methylpyridine (1.29 g, 7.5 mmol) was coupled to 3-tributylstannyl-7-trifluoromethylimidazo[1,2-α]pyrimidine (3.8 mmol) by the method of Example 1. Purification by chromatography on silica gel eluting with dichloromethane containing 1% methanol, then crystallisation from toluene/isohexane, gave 3-(5-methylpyridin-2-yl)-7-trifluoromethyl-imidazo[1,2-α]pyrimidine as a yellow solid: δH (400 MHz, CDCl3) 10.48 (1H, d, J 7), 8.50-8.52 (1H, m), 8.46 (1H, s), 7.72 (1H, d, J 8), 7.61-7.65 (1H, ... As a reaction SMILES: C([O:5][C:6]([CH:8]1[CH:12]([C:13]2[CH:18]=[CH:17][CH:16]=[C:15]([Cl:19])[C:14]=2[F:20])[C:11]([C:23]2[CH:28]=[CH:27][C:26]([Cl:29])=[CH:25][C:24]=2[F:30])([C:21]#[N:22])[CH:10]([CH2:31][C:32]([CH3:43])([CH3:42])[CH2:33][O:34][Si](C(C)(C)C)(C)C)[NH:9]1)=[O:7])(C)(C)C.[F:44][C:45]([F:50])([F:49])[C:46]([OH:48])=[O:47]>ClCCl>[F:44][C:45]([F:50])([F:49])[C:46]([OH:48])=[O:47].[Cl:19][C:15]1[C:14]([F:20])=[C:13]([CH:12]2[C:11]([C:23]3[CH:28]=[CH:27][C:26]([Cl:29])=[CH:25][C:24]=3[F:30])([C:21]#[N:22])[CH:10]([CH2:31][C:32]([CH3:42])([CH3:43])[CH2:33][O:34][CH3:45])[NH:9][CH:8]2[C:6]([OH:5])=[O:7])[CH:18]=[CH:17][CH:16]=1 |f:3.4|. The product is FC(C(=O)O)(F)F.ClC=1C(=C(C=CC1)C1C(NC(C1(C#N)C1=C(C=C(C=C1)Cl)F)CC(COC)(C)C)C(=O)O)F (rac-(2R,3S,4R,5S)-3-(3-chloro-2-fluoro-phenyl)-4-(4-chloro-2-fluoro-phenyl)-4-cyano-5-(3-methoxy-2,2-dimethyl-propyl)-pyrrolidine-2-carboxylic acid trifluoroacetic acid). Solvent: ClCCl (dichloromethane). Reported procedure: In a manner similar to the method described in Example 25a, rac-(2R,3S,4R,5S)-3-(3-chloro-2-fluoro-phenyl)-4-(4-chloro-2-fluoro-phenyl)-4-cyano-5-(3-methoxy-2,2-dimethyl-propyl)-pyrrolidine-2-carboxylic acid tert-butyl ester prepared in Example 105b (1.0 g, 1.8 mmol) was reacted with trifluoroacetic acid in dichloromethane at room temperature to give rac-(2R,3S,4R,5S)-3-(3-chloro-2-fluoro-phenyl)-4-(4-chloro-2-fluoro-phenyl)-4-cyano-5-(3-methoxy-2,2-dimethyl-propyl)-pyrrolidine-2-carboxylic acid... The reactants are C(C)(C)(C)OC(=O)C1NC(C(C1C1=C(C(=CC=C1)Cl)F)(C#N)C1=C(C=C(C=C1)Cl)F)CC(CO[Si](C)(C)C(C)(C)C)(C)C (rac-(2R,3S,4R,5S)-5-[3-(tert-butyl-dimethyl-silanyloxy)-2,2-dimethyl-propyl]-3-(3-chloro-2-fluoro-phenyl)-4-(4-chloro-2-fluoro-phenyl)-4-cyano-pyrrolidine-2-carboxylic acid tert-butyl ester), FC(C(=O)O)(F)F (trifluoroacetic acid). Isolated yield 82.0%. Starting materials: N1CC(C1)C=1C=CC2=C(N3N=C(C=C3CCO2)C=2N(N=CN2)C(C)C)C1 (9-azetidin-3-yl-2-(2-isopropyl-2H-[1,2,4]triazol-3-yl)-4,5-dihydro-6-oxa-1,10b-diaza-benzo[e]azulene), CO (MeOH), BrCC(=O)N (bromo acetamide), crude product. Solvent: C(Cl)Cl (DCM). Product: C(C)(C)N1N=CN=C1C1=NN2C3=C(OCCC2=C1)C=CC(=C3)C3CN(C3)CC(=O)N (2-(3-(2-(1-isopropyl-1H-1,2,4-triazol-5-yl)-4,5-dihydrobenzo[b]pyrazolo[1,5-d][1,4]oxazepin-9-yl)azetidin-1-yl)acetamide). As a reaction SMILES: [NH:1]1[CH2:4][CH:3]([C:5]2[CH:6]=[CH:7][C:8]3[O:17][CH2:16][CH2:15][C:14]4[N:10]([N:11]=[C:12]([C:18]5[N:19]([CH:23]([CH3:25])[CH3:24])[N:20]=[CH:21][N:22]=5)[CH:13]=4)[C:9]=3[CH:26]=2)[CH2:2]1.Br[CH2:28][C:29]([NH2:31])=[O:30].CO>C(Cl)Cl>[CH:23]([N:19]1[C:18]([C:12]2[CH:13]=[C:14]3[N:10]([C:9]4[CH:26]=[C:5]([CH:3]5[CH2:2][N:1]([CH2:28][C:29]([NH2:31])=[O:30])[CH2:4]5)[CH:6]=[CH:7][C:8]=4[O:17][CH2:16][CH2:15]3)[N:11]=2)=[N:22][CH:21]=[N:20]1)([CH3:24])[CH3:25]. Procedure: Following the procedure for 143, 9-azetidin-3-yl-2-(2-isopropyl-2H-[1,2,4]triazol-3-yl)-4,5-dihydro-6-oxa-1,10b-diaza-benzo[e]azulene was reacted with bromo acetamide and the crude product subjected flash chromatography (SiO2, gradient 0 to 10% MeOH in DCM) to give 155 as a white solid. 1H NMR (400 MHz, CDCl3): δ 7.95 (s, 1H); 7.83 (d, J=2.18 Hz, 1H); 7.24 (d, J=2.21 Hz, 1H); 7.18 (d, J=8.31 Hz, 1H); 6.86 (s, 1H); 5.71-5.63 (m, 1H); 5.45 (s, 1H); 4.54 (t, J=5.98 Hz, 2H); 3.87 (t, J=7.28 Hz, 2H);...